From a dataset of the Open Reaction Database (ORD), a public repository of structured organic reaction records. describe an organic reaction: reactants, conditions, products, and yield Reactants: N(=[N+]=[N-])CCO[C@H]([C@H]1CN(CCO1)C(=O)OC(C)(C)C)C1=C(C(=CC=C1)F)C1=CC(=CC=C1)C ((R)-tert-butyl 2-((S)-(2-azidoethoxy)(6-fluoro-3′-methylbiphenyl-2-yl)methyl)morpholine-4-carboxylate), [H][H] (hydrogen). Reagents/catalysts: [Pd] (Pd/C). Run in CCOC(=O)C (EtOAc). Conditions: time 8 hour. Yields the product NCCO[C@H]([C@H]1CN(CCO1)C(=O)OC(C)(C)C)C1=C(C(=CC=C1)F)C1=CC(=CC=C1)C ((R)-tert-butyl 2-((S)-(2-aminoethoxy)(6-fluoro-3′-methylbiphenyl-2-yl)methyl)morpholine-4-carboxylate). Isolated yield 107.5%. RXN SMILES: [N:1]([CH2:4][CH2:5][O:6][C@@H:7]([C:21]1[CH:26]=[CH:25][CH:24]=[C:23]([F:27])[C:22]=1[C:28]1[CH:33]=[CH:32][CH:31]=[C:30]([CH3:34])[CH:29]=1)[C@@H:8]1[O:13][CH2:12][CH2:11][N:10]([C:14]([O:16][C:17]([CH3:20])([CH3:19])[CH3:18])=[O:15])[CH2:9]1)=[N+]=[N-].[H][H]>CCOC(C)=O.[Pd]>[NH2:1][CH2:4][CH2:5][O:6][C@@H:7]([C:21]1[CH:26]=[CH:25][CH:24]=[C:23]([F:27])[C:22]=1[C:28]1[CH:33]=[CH:32][CH:31]=[C:30]([CH3:34])[CH:29]=1)[C@@H:8]1[O:13][CH2:12][CH2:11][N:10]([C:14]([O:16][C:17]([CH3:20])([CH3:19])[CH3:18])=[O:15])[CH2:9]1. Procedure details: To a solution of (R)-tert-butyl 2-((S)-(2-azidoethoxy)(6-fluoro-3′-methylbiphenyl-2-yl)methyl)morpholine-4-carboxylate (423 mg, 0.9 mmol) in EtOAc (20 mL) was added wetted Pd/C (42 mg) and the mixture was hydrogenated overnight using a balloon of hydrogen. The mixture was filtered through a pad of Celite and the solvent was removed to give (R)-tert-butyl 2-((S)-(2-aminoethoxy)(6-fluoro-3′-methylbiphenyl-2-yl)methyl)morpholine-4-carboxylate (430 mg, 100%). MS (E/Z): 445 (M+H+)